Dataset: the Open Reaction Database (ORD), a public repository of structured organic reaction records. Task: describe an organic reaction: reactants, conditions, products, and yield Reactants: NC=1C=C(C#N)C=CN1 (2-amino-isonicotinonitrile), CS(=O)(=O)Cl (methanesulfonyl chloride). Run in N1=CC=CC=C1 (pyridine). Conditions: time 20 minute. Yields the product C(#N)C1=CC(=NC=C1)NS(=O)(=O)C (N-(4-cyanopyridin-2-yl)-methanesulfonamide). The yield is 66.4%. RXN SMILES: [NH2:1][C:2]1[CH:3]=[C:4]([CH:7]=[CH:8][N:9]=1)[C:5]#[N:6].[CH3:10][S:11](Cl)(=[O:13])=[O:12]>N1C=CC=CC=1>[C:5]([C:4]1[CH:7]=[CH:8][N:9]=[C:2]([NH:1][S:11]([CH3:10])(=[O:13])=[O:12])[CH:3]=1)#[N:6]. Reported procedure: A solution of 2-amino-isonicotinonitrile (1 g, 8.4 mmol) and methanesulfonyl chloride (0.716 mL, 9.2 mmol) in pyridine (10 mL) is stirred at room temperature for 12 hours. The mixture is poured onto ice and stirred for 20 min. The mixture is filtered and washed with water (100 mL), followed by diethyl ether (100 mL). The solid is dried in vacuo to afford N-(4-cyanopyridin-2-yl)-methanesulfonamide (1.1 g, 66%). MS: 198 (M+H); 1H NMR (300 MHz, DMSO-d6): δ 3.32 (s, 3H), 7.27 (s, 1H), 7.48 (d, J=5.1... The reactants are COC1=C(C=C(C(=O)OC)C=C1)C (methyl 4-methoxy-3-methylbenzoate), BrN1C(CCC1=O)=O (N-bromosuccinimide). Solvent: C(Cl)(Cl)(Cl)Cl (CCl4). Run at time 2 hour. The product is BrCC=1C=C(C(=O)OC)C=CC1OC (methyl 3-(bromomethyl)-4-methoxybenzoate). Reaction SMILES: [CH3:1][O:2][C:3]1[CH:12]=[CH:11][C:6]([C:7]([O:9][CH3:10])=[O:8])=[CH:5][C:4]=1[CH3:13].[Br:14]N1C(=O)CCC1=O>C(Cl)(Cl)(Cl)Cl>[Br:14][CH2:13][C:4]1[CH:5]=[C:6]([CH:11]=[CH:12][C:3]=1[O:2][CH3:1])[C:7]([O:9][CH3:10])=[O:8]. Procedure: To a solution of methyl 4-methoxy-3-methylbenzoate (10.0 g, 55.6 mmol) dissolved in CCl4 (500 mL) was added N-bromosuccinimide (10.8 g, 61.1 mmol) and benzoyl perioxide (1.30 g, 5.56 mol). The mixture was irradiated with a sunlamp (250 W) to create a gentle reflux. After 2 hours of exposure the reaction was complete by TLC. The reaction mixture was cooled, filtered through celite, and concentrated to yield a white solid. Starting materials: C(#N)C=1SC(=CC1)C=O (2-cyano-5-formylthiophene), C(C1=CC=CC=C1)(=O)C=P(C1=CC=CC=C1)(C1=CC=CC=C1)C1=CC=CC=C1 (benzoylmethylenetriphenylphosphorane). Solvent: O1CCCC1 (tetrahydrofuran). The product is C(#N)C1=CC=C(S1)C=CC(=O)C1=CC=CC=C1 (3-(5-cyano-2-thienyl)-1-phenyl-2-propen-1-one). The yield is 56.6%. Reaction SMILES: [C:1]([C:3]1[S:4][C:5]([CH:8]=O)=[CH:6][CH:7]=1)#[N:2].[C:10]([CH:18]=P(C1C=CC=CC=1)(C1C=CC=CC=1)C1C=CC=CC=1)(=[O:17])[C:11]1[CH:16]=[CH:15][CH:14]=[CH:13][CH:12]=1>O1CCCC1>[C:1]([C:3]1[S:4][C:5]([CH:8]=[CH:18][C:10]([C:11]2[CH:16]=[CH:15][CH:14]=[CH:13][CH:12]=2)=[O:17])=[CH:6][CH:7]=1)#[N:2]. Procedure details: A mixture of 2-cyano-5-formylthiophene (4 g) and benzoylmethylenetriphenylphosphorane (11.09 g) in tetrahydrofuran (40 ml) was refluxed for 30 minutes. The reaction mixture was evaporated in vacuo to give 3-(5-cyano-2-thienyl)-1-phenyl-2-propen-1-one (3.95 g).